This data is from the Open Reaction Database (ORD), a public repository of structured organic reaction records. The task is: describe an organic reaction: reactants, conditions, products, and yield The reactants are C(CCC)N1S(C(=C(C1=O)Cl)C1=CC=CC=C1)(=O)=O (2-Butyl-4-chloro-5-phenylisothiazol-3(2H)-one 1,1-dioxide), CC1=CC(=NN1C1=CC=CC=C1)N (5-Methyl-1-phenyl-1H-pyrazol-3-amine). Solvent: CN(C)C=O (DMF). Conditions: temperature 140 celsius. Product: C(CCC)N1S(C(=C(C1=O)NC1=NN(C(=C1)C)C1=CC=CC=C1)C1=CC=CC=C1)(=O)=O (2-Butyl-4-[(5-methyl-1-phenyl-1H-pyrazol-3-yl)amino]-5-phenylisothiazol-3(2H)-one 1,1-dioxide). Yield: 61.8%. RXN SMILES: [CH2:1]([N:5]1[C:9](=[O:10])[C:8](Cl)=[C:7]([C:12]2[CH:17]=[CH:16][CH:15]=[CH:14][CH:13]=2)[S:6]1(=[O:19])=[O:18])[CH2:2][CH2:3][CH3:4].[CH3:20][C:21]1[N:25]([C:26]2[CH:31]=[CH:30][CH:29]=[CH:28][CH:27]=2)[N:24]=[C:23]([NH2:32])[CH:22]=1>CN(C=O)C>[CH2:1]([N:5]1[C:9](=[O:10])[C:8]([NH:32][C:23]2[CH:22]=[C:21]([CH3:20])[N:25]([C:26]3[CH:27]=[CH:28][CH:29]=[CH:30][CH:31]=3)[N:24]=2)=[C:7]([C:12]2[CH:17]=[CH:16][CH:15]=[CH:14][CH:13]=2)[S:6]1(=[O:19])=[O:18])[CH2:2][CH2:3][CH3:4]. Procedure details: 2-Butyl-4-chloro-5-phenylisothiazol-3(2H)-one 1,1-dioxide (110 mg, 0.330 mmol) was dissolved in dry DMF (0.5 mL) under nitrogen atmosphere. 5-Methyl-1-phenyl-1H-pyrazol-3-amine (172 mg, 0.991 mmol) was added and the reaction mixture was heated in a microwave reactor for 25 mins at 140° C. The crude product was purified by preparative HPLC affording the title compound (89 mg, 58.6%). 1H NMR (500 MHz, CD3CN): δ 0.99 (t, 3H), 1.42-1.51 (m, 2H), 1.76-1.84 (m, 2H), 2.14 (s, 3H), 3.73 (t, 2H), 5.87 (s... The reactants are CC(C)([O-])C.[K+] (potassium tert-butoxide), ester, CS(=O)(=O)CC=1CCN(CC1)C(O)=S (4-methylsulfonylmethyl-3,6-dihydro-2H-pyridine-1-carbothioic acid), ClC1=CC=C(C=C1)C(N1CC(C1)=O)C1=CC=C(C=C1)Cl (1-[bis(4-chlorophenyl)methyl]azetidin-3-one), ClC1=CC=C(C=C1)C(N1CC(C1)=O)C1=CC=C(C=C1)Cl (1-[bis(4-chlorophenyl)-methyl]azetidin-3-one). The solvent is O (water), O1CCCC1 (tetrahydrofuran). Conditions: temperature -78 celsius, time 4 hour. The product is ClC1=CC=C(C=C1)C(N1CC(C1)(O)CS(=O)(=O)CC=1CCN(CC1)C(O)=S)C1=CC=C(C=C1)Cl (4-({1-[bis(4-chloro-phenyl)methyl]-3-hydroxyazetidin-3-yl}methyl-sulfonylmethyl)-3,6-dihydro-2H-pyridine-1-carbothioic acid), ester. Reaction SMILES: CC(C)([O-])C.[K+].[CH3:7][S:8]([CH2:11][C:12]1[CH2:13][CH2:14][N:15]([C:18](=[S:20])[OH:19])[CH2:16][CH:17]=1)(=[O:10])=[O:9].[Cl:21][C:22]1[CH:27]=[CH:26][C:25]([CH:28]([C:34]2[CH:39]=[CH:38][C:37]([Cl:40])=[CH:36][CH:35]=2)[N:29]2[CH2:32][C:31](=[O:33])[CH2:30]2)=[CH:24][CH:23]=1>O1CCCC1.O>[Cl:21][C:22]1[CH:27]=[CH:26][C:25]([CH:28]([C:34]2[CH:39]=[CH:38][C:37]([Cl:40])=[CH:36][CH:35]=2)[N:29]2[CH2:30][C:31]([CH2:7][S:8]([CH2:11][C:12]3[CH2:17][CH2:16][N:15]([C:18](=[S:20])[OH:19])[CH2:14][CH:13]=3)(=[O:9])=[O:10])([OH:33])[CH2:32]2)=[CH:24][CH:23]=1 |f:0.1|. Procedure details: The phenolic ester of 4-({1-[bis(4-chloro-phenyl)methyl]-3-hydroxyazetidin-3-yl}methyl-sulfonylmethyl)-3,6-dihydro-2H-pyridine-1-carbothioic acid is prepared in the following manner: 0.52 g of potassium tert-butoxide is added to a mixture of 0.72 g of the phenolic ester of 4-methylsulfonylmethyl-3,6-dihydro-2H-pyridine-1-carbothioic acid and 0.708 g of 1-[bis(4-chlorophenyl)methyl]azetidin-3-one in 15 cm3 of dry tetrahydrofuran cooled under an inert atmosphere to −78° C. The reaction mixture is ... Reactants: CN(C1=[N+](CCC1)C)C.COS(=O)(=O)[O-] (2-dimethylamino-1-methyl-1-pyrrolinium methylsulfate), C[O-].[Na+] (sodium methylate). Solvent: C(C)OCC (diethyl ether). Product: CN(C1(N(CCC1)C)OC)C (2-dimethylamino-2-methoxy-1-methylpyrrolidine). Isolated yield 27.1%. As a reaction SMILES: [CH3:1][N:2]([CH3:9])[C:3]1[CH2:7][CH2:6][CH2:5][N+:4]=1[CH3:8].[CH3:10][O:11]S([O-])(=O)=O.C[O-].[Na+]>C(OCC)C>[CH3:1][N:2]([CH3:9])[C:3]1([O:11][CH3:10])[CH2:7][CH2:6][CH2:5][N:4]1[CH3:8] |f:0.1,2.3|. Procedure: Add (dropwise, at room temperature, with stirring) 50.0 g of 2-dimethylamino-1-methyl-1-pyrrolinium-methylsulfate to 12.65 g of sodium methylate, suspended in 120 ml of absolute diethyl ether and boil the resulting reaction mixture under reflux for 1 hour. After cooling the refluxed material, filter the precipitated salt therefrom. Draw off the ether from the filtrate and distil under a vacuum what remains of the filtrate to obtain 9.0 g of the title compound as a liquid (with a very marked tend... Reactants: CN(C)CCCn1ccc2ccc(Br)cc21, OCCCO, OB(O)c1cccnc1. The product is CN(C)CCCn1ccc2ccc(-c3cccnc3)cc21. As a reaction SMILES: [Br:1][c:2]1[cH:3][cH:4][c:5]2[cH:6][cH:7][n:8]([CH2:11][CH2:12][CH2:13][N:14]([CH3:15])[CH3:16])[c:9]2[cH:10]1.[CH2:17]([OH:18])[CH2:19][CH2:20][OH:21].[n:22]1[cH:23][c:24]([B:28]([OH:29])[OH:30])[cH:25][cH:26][cH:27]1>>[c:2]1(-[c:24]2[cH:23][n:22][cH:27][cH:26][cH:25]2)[cH:3][cH:4][c:5]2[cH:6][cH:7][n:8]([CH2:11][CH2:12][CH2:13][N:14]([CH3:15])[CH3:16])[c:9]2[cH:10]1. Reactants: CC#N, COc1ccc(CN2C(=O)C(Cc3ccccc3Cl)N=C(c3cnc(N)nc3)c3cc(Cl)ccc32)cc1, [NH4+], O=[N+]([O-])[O-], O. The product is Nc1ncc(C2=NC(Cc3ccccc3Cl)C(=O)Nc3ccc(Cl)cc32)cn1. RXN SMILES: [CH3:43][C:44]#[N:45].[NH2:6][c:7]1[n:8][cH:9][c:10]([C:13]2=[N:19][CH:18]([CH2:20][c:21]3[c:22]([Cl:27])[cH:23][cH:24][cH:25][cH:26]3)[C:17](=[O:28])[N:16]([CH2:29][c:30]3[cH:31][cH:32][c:33]([O:34][CH3:35])[cH:36][cH:37]3)[c:15]3[c:14]2[cH:41][c:40]([Cl:42])[cH:39][cH:38]3)[cH:11][n:12]1.[NH4+:1].[O-:2][N+:3](=[O:4])[O-:5].[OH2:46]>>[NH2:6][c:7]1[n:8][cH:9][c:10]([C:13]2=[N:19][CH:18]([CH2:20][c:21]3[c:22]([Cl:27])[cH:23][cH:24][cH:25][cH:26]3)[C:17](=[O:28])[NH:16][c:15]3[c:14]2[cH:41][c:40]([Cl:42])[cH:39][cH:38]3)[cH:11][n:12]1.